This data is from the Open Reaction Database (ORD), a public repository of structured organic reaction records. The task is: describe an organic reaction: reactants, conditions, products, and yield Starting materials: FC1=CC(=CC=2OC(COC21)COS(=O)(=O)C2=CC=C(C=C2)C)S(=O)(=O)C ([5-fluoro-7-(methylsulfonyl)-2,3-dihydro-1,4-benzodioxin-2-yl]methyl-4-methylbenzenesulfonate), ( 5 ), ( 3 ), C(C)NCC (N-ethylethanamine), ( 6 ). The solvent is C(C)#N (ACN). Yields the product C(C)N(CC)CC1COC2=C(O1)C=C(C=C2F)S(=O)(=O)C (N-ETHYL-N-{[5-FLUORO-7-(METHYLSULFONYL)-2,3-DIHYDRO-1,4-BENZODIOXIN-2-YL]METHYL}ETHANAMINE). Reaction SMILES: [F:1][C:2]1[C:11]2[O:10][CH2:9][CH:8]([CH2:12]OS(C3C=CC(C)=CC=3)(=O)=O)[O:7][C:6]=2[CH:5]=[C:4]([S:24]([CH3:27])(=[O:26])=[O:25])[CH:3]=1.[CH2:28]([NH:30][CH2:31][CH3:32])[CH3:29]>C(#N)C>[CH2:28]([N:30]([CH2:12][CH:8]1[O:7][C:6]2[CH:5]=[C:4]([S:24]([CH3:27])(=[O:25])=[O:26])[CH:3]=[C:2]([F:1])[C:11]=2[O:10][CH2:9]1)[CH2:31][CH3:32])[CH3:29]. Reported procedure: Preparation according to Example 42 using [5-fluoro-7-(methylsulfonyl)-2,3-dihydro-1,4-benzodioxin-2-yl]methyl-4-methylbenzenesulfonate (0.005 g, 0.012 mmol), N-ethylethanamine (0.5 ml), ACN (2.5 ml). MS m/z (rel. intensity, 70 eV) 317 (M+, 0.2), 87 (6), 86 (bp), 58 (5), 56 (3). The reactants are [N+](=O)([O-])[O-].[Ce+4].[NH4+].[N+](=O)([O-])[O-].[N+](=O)([O-])[O-].[N+](=O)([O-])[O-].[N+](=O)([O-])[O-] (ammonium cerium (IV) nitrate), CO.C(Cl)Cl (MeOH DCM), COC1=CN=C2C(=N1)N=C(C=C2)OCC2=CC=C(C=C2)OC (3-(Methyloxy)-6-({[4-(methyloxy)phenyl]methyl}oxy)pyrido[2,3-b]pyrazine). Solvent: O (water), O (water), C(C)#N (acetonitrile). Run at time 0.5 hour. Yields the product COC1=CN=C2C(=N1)NC(C=C2)=O (3-(Methyloxy)pyrido[2,3-b]pyrazin-6(5H)-one). Isolated yield 84.7%. As a reaction SMILES: [CH3:1][O:2][C:3]1[N:8]=[C:7]2[N:9]=[C:10]([O:13]CC3C=CC(OC)=CC=3)[CH:11]=[CH:12][C:6]2=[N:5][CH:4]=1.[N+]([O-])([O-])=O.[Ce+4].[NH4+].[N+]([O-])([O-])=O.[N+]([O-])([O-])=O.[N+]([O-])([O-])=O.[N+]([O-])([O-])=O.CO.C(Cl)Cl>C(#N)C.O>[CH3:1][O:2][C:3]1[N:8]=[C:7]2[NH:9][C:10](=[O:13])[CH:11]=[CH:12][C:6]2=[N:5][CH:4]=1 |f:1.2.3.4.5.6.7,8.9|. Procedure details: 3-(Methyloxy)-6-({[4-(methyloxy)phenyl]methyl}oxy)pyrido[2,3-b]pyrazine (0.6 g, 2 mmol) was dissolved in acetonitrile (100 mL) and then ammonium cerium (IV) nitrate (1.09 g, 2 mmol) dissolved in water (50 mL) was added. The reaction was stirred at rt for 0.5 h and then 20% MeOH/DCM and water were added. The layers were separated and the aqueous was extracted with 20% MeOH/DCM twice more. The combined organic phases were dried, filtered and evaporated and the crude was purified by trituration wit... The reactants are FC1=C(C#N)C(=CC=C1)F (2,6-difluorobenzonitrile), CN(C)C=O (DMF), O (water), [H-].[Na+] (sodium hydride), CN(C)C=O (DMF), (2-hydroxymethyl)tetrahydropyran. Reaction conditions: temperature 0 celsius, time 30 minute. Yields the product O1C(CCCC1)COC1=C(C#N)C=CC=C1 (2-(tetrahydropyran-2-ylmethoxy)benzonitrile). As a reaction SMILES: [H-].[Na+].F[C:4]1[CH:11]=[CH:10][CH:9]=[C:8](F)[C:5]=1[C:6]#[N:7].[OH2:13].CN([CH:17]=[O:18])C>>[O:13]1[CH2:10][CH2:11][CH2:4][CH2:5][CH:6]1[CH2:17][O:18][C:4]1[CH:11]=[CH:10][CH:9]=[CH:8][C:5]=1[C:6]#[N:7] |f:0.1|. Reported procedure: To a mixture of 60% sodium hydride (0.160 g; 4.00 mmol) in DMF (5 mL) at 0° C. was added dropwise (2-hydroxymethyl)tetrahydropyran (0.465 g; 4.00 mmol) and the mixture was stirred at 0° C. for 30 minutes. The mixture was added to a solution of 2,6-difluorobenzonitrile (0.556 g, 4.00 mmol) in DMF (5 mL) at 0° C. and stirred for 18 hours at ambient temperature. The solution was poured into a mixture of ice and water, and extracted with ethyl acetate. The organic layer was washed with water and the... The product is ClC=1C=C(C=CC1F)/C=C/C(=O)N1CCNC(CC1)=O (1-[(E)-3-(3-Chloro-4-fluoro-phenyl)-acryloyl]-[1,4]diazepan-5-one). RXN SMILES: [Cl:1][C:2]1[CH:3]=[C:4]([CH:10]=[CH:11][C:12]=1[F:13])/[CH:5]=[CH:6]/[C:7]([OH:9])=O.[NH:14]1[CH2:20][CH2:19][C:18](=[O:21])[NH:17][CH2:16][CH2:15]1>>[Cl:1][C:2]1[CH:3]=[C:4](/[CH:5]=[CH:6]/[C:7]([N:14]2[CH2:20][CH2:19][C:18](=[O:21])[NH:17][CH2:16][CH2:15]2)=[O:9])[CH:10]=[CH:11][C:12]=1[F:13]. Starting materials: intermediate 1A, ClC=1C=C(/C=C/C(=O)O)C=CC1F ((E)-3-chloro-4-fluorocinnamic acid), N1CCNC(CC1)=O (2,3,6,7-tetrahydro-(1H)-1,4-diazepin-5(4H)-one). Procedure: In analogy to the procedure described for intermediate 1A, (E)-3-chloro-4-fluorocinnamic acid and 2,3,6,7-tetrahydro-(1H)-1,4-diazepin-5(4H)-one gave the title compound as white solid. MS: 297.2 (MH+, 1Cl). The reactants are ClCCl (dichloromethane), COC1=CC=C2C(=CC(N(C2=C1)CC=O)=O)C ((7-methoxy-4-methyl-2-oxoquinolin-1(2H)-yl)acetaldehyde), N1(CC(NCC1)C(=O)OCC)C(=O)OC(C)(C)C (1-tert-butyl 3-ethyl piperazine-1,3-dicarboxylate), C(C)(=O)O[BH-](OC(C)=O)OC(C)=O.[Na+] (sodium triacetoxyborohydride). The solvent is C(C)(=O)O (acetic acid), C(Cl)(Cl)Cl (chloroform), O (water). Reaction conditions: time 40 minute. Yields the product COC1=CC=C2C(=CC(N(C2=C1)CCN1C(CN(CC1)C(=O)OC(C)(C)C)C(=O)OCC)=O)C (1-tert-butyl 3-ethyl 4-(2-(7-methoxy-4-methyl-2-oxoquinolin-1(2H)-yl)ethyl)piperazine-1,3-dicarboxylate). Reaction SMILES: ClCCl.[CH3:4][O:5][C:6]1[CH:15]=[C:14]2[C:9]([C:10]([CH3:20])=[CH:11][C:12](=[O:19])[N:13]2[CH2:16][CH:17]=O)=[CH:8][CH:7]=1.[N:21]1([C:32]([O:34][C:35]([CH3:38])([CH3:37])[CH3:36])=[O:33])[CH2:26][CH2:25][NH:24][CH:23]([C:27]([O:29][CH2:30][CH3:31])=[O:28])[CH2:22]1.C(O[BH-](OC(=O)C)OC(=O)C)(=O)C.[Na+]>C(Cl)(Cl)Cl.O.C(O)(=O)C>[CH3:4][O:5][C:6]1[CH:15]=[C:14]2[C:9]([C:10]([CH3:20])=[CH:11][C:12](=[O:19])[N:13]2[CH2:16][CH2:17][N:24]2[CH2:25][CH2:26][N:21]([C:32]([O:34][C:35]([CH3:36])([CH3:37])[CH3:38])=[O:33])[CH2:22][CH:23]2[C:27]([O:29][CH2:30][CH3:31])=[O:28])=[CH:8][CH:7]=1 |f:3.4|. Procedure: To 3 mL of a dichloromethane solution containing 0.10 g of (7-methoxy-4-methyl-2-oxoquinolin-1(2H)-yl)acetaldehyde, 0.12 g of 1-tert-butyl 3-ethyl piperazine-1,3-dicarboxylate, 30 μl of acetic acid and 0.14 g of sodium triacetoxyborohydride were added at room temperature, and the mixture was stirred at room temperature for 1 hour and 40 minutes. The reaction mixture was added with water and chloroform. The organic layer was separated, and the aqueous layer was extracted twice with chloroform. Th...